This data is from the Open Reaction Database (ORD), a public repository of structured organic reaction records. The task is: describe an organic reaction: reactants, conditions, products, and yield Starting materials: C1CCC2=NCCCN2CC1, COS(=O)(=O)OC, CC#N, Cl, C1=C2CCNCCN2CCC1, Cc1cc(Cl)cc(C(=O)O)c1N. Product: COC(=O)c1cc(Cl)cc(C)c1N. Reaction SMILES: [CH2:31]1[CH2:32][CH2:33][C:34]2=[N:39][CH2:38][CH2:37][CH2:36][N:35]2[CH2:40][CH2:41]1.[CH3:24][O:25][S:26]([O:27][CH3:28])(=[O:29])=[O:30].[CH3:43][C:44]#[N:45].[ClH:42].[N:13]12[CH2:14][CH2:23][NH:22][CH2:21][CH2:20][C:19]1=[CH:18][CH2:17][CH2:16][CH2:15]2.[NH2:1][c:2]1[c:3]([C:4](=[O:5])[OH:6])[cH:7][c:8]([Cl:12])[cH:9][c:10]1[CH3:11]>>[NH2:1][c:2]1[c:3]([C:4](=[O:5])[O:6][CH3:14])[cH:7][c:8]([Cl:12])[cH:9][c:10]1[CH3:11]. Reactants: C(C1=CC=CC=C1)OC=1C=CC=C2C(C(NC12)=S)C (7-Benzyloxy-3-methylthiooxindole), C(C)O (ethanol). Reagents/catalysts: [Ni] (Nickel). Reaction conditions: time 1.5 hour. Product: C(C1=CC=CC=C1)OC=1C=CC=C2CC(NC12)=O (7-benzyloxyoxindole). Isolated yield 71.0%. Reaction SMILES: [CH2:1]([O:8][C:9]1[CH:10]=[CH:11][CH:12]=[C:13]2[C:17]=1[NH:16][C:15](=S)[CH:14]2C)[C:2]1[CH:7]=[CH:6][CH:5]=[CH:4][CH:3]=1.C([OH:22])C>[Ni]>[CH2:1]([O:8][C:9]1[CH:10]=[CH:11][CH:12]=[C:13]2[C:17]=1[NH:16][C:15](=[O:22])[CH2:14]2)[C:2]1[CH:7]=[CH:6][CH:5]=[CH:4][CH:3]=1. Reported procedure: 7-Benzyloxy-3-methylthiooxindole (610 mg, 2.1 mmol), (EP 8226), was dissolved in hot ethanol (60 ml). The mixture was allowed to cool and Rainey Nickel (40 ml volume, prewashed with ethanol) was added and the mixture was stirred at ambient temperature for 1.5 hours. The insolubles were removed by filtration and the filter pad was thoroughly washed with ethanol. The solvent was removed from the filtrate by evaporation and the residue was purified by column chromatography eluting with ethyl acetat... Reactants: BrC=1C=C(C=CC1C)O (3-bromo-4-methylphenol), C(C)(=O)Cl (acetyl chloride), [Cl-].[Al+3].[Cl-].[Cl-] (aluminium chloride). Reaction conditions: temperature 60 celsius, time 20 minute. Yields the product BrC1=CC(=C(C=C1C)C(C)=O)O (1-(4-Bromo-2-hydroxy-5-methylphenyl)ethanone). As a reaction SMILES: [Br:1][C:2]1[CH:3]=[C:4]([OH:9])[CH:5]=[CH:6][C:7]=1[CH3:8].[C:10](Cl)(=[O:12])[CH3:11].[Cl-].[Al+3].[Cl-].[Cl-]>>[Br:1][C:2]1[C:7]([CH3:8])=[CH:6][C:5]([C:10](=[O:12])[CH3:11])=[C:4]([OH:9])[CH:3]=1 |f:2.3.4.5|. Reported procedure: To 3-bromo-4-methylphenol (2 g, 10.69 mmol) was added acetyl chloride (0.80 ml, 11.23 mmol). The mixture was heated at 60° C. for one hour, cooled and aluminium chloride (1.426 g, 10.69 mmol) was added. The mixture was heated at 180° C. for 40 minutes, cooled and quenched by stirring with 5N HCl (20 ml) for 20 minutes. The solid was filtered to yield the title compound as a brown solid. 2.45 g.